Dataset: the Open Reaction Database (ORD), a public repository of structured organic reaction records. Task: describe an organic reaction: reactants, conditions, products, and yield Starting materials: C([O-])(O)=O.[Na+] (sodium bicarbonate), ClC=1C=C(N)C=CC1 (3-chloroaniline), [Si](C)(C)(C(C)(C)C)OC1CCC(CC1)=O (4-(tert-butyldimethylsilyloxy)-cyclohexanone), C(C)(=O)O[BH-](OC(C)=O)OC(C)=O.[Na+] (sodium triacetoxyborohydride), C(C)(=O)O (acetic acid). The solvent is ClCCl (dichloromethane), ClCCCl (1,2-dichloroethane). Reaction conditions: time 8 hour. Product: C(C)(C)(C)[Si](O[C@@H]1CC[C@H](CC1)NC1=CC(=CC=C1)Cl)(C)C (trans-[4-(tert-Butyl-dimethyl-silanyloxy)-cyclohexyl]-(3-chloro-phenyl)-amine). Yield: 0.0%. As a reaction SMILES: [Cl:1][C:2]1[CH:3]=[C:4]([CH:6]=[CH:7][CH:8]=1)[NH2:5].[Si:9]([O:16][CH:17]1[CH2:22][CH2:21][C:20](=O)[CH2:19][CH2:18]1)([C:12]([CH3:15])([CH3:14])[CH3:13])([CH3:11])[CH3:10].C(O[BH-](OC(=O)C)OC(=O)C)(=O)C.[Na+].C(O)(=O)C.C(=O)(O)[O-].[Na+]>ClCCCl.ClCCl>[C:12]([Si:9]([CH3:11])([CH3:10])[O:16][C@H:17]1[CH2:22][CH2:21][C@H:20]([NH:5][C:4]2[CH:6]=[CH:7][CH:8]=[C:2]([Cl:1])[CH:3]=2)[CH2:19][CH2:18]1)([CH3:15])([CH3:14])[CH3:13] |f:2.3,5.6|. Procedure details: To a solution of 3-chloroaniline (1.27 g, 10 mmol) in 1,2-dichloroethane (20 ml) were added molecular sieves (4 g, size 0.4 nM) and 4-(tert-butyldimethylsilyloxy)-cyclohexanone (4.57 g, 20 mmol). After stirring the mixture for 30 min at room temperature sodium triacetoxyborohydride (8.48 g, 40 mmol) and acetic acid (1.2 g, 20 mmol) were added. The reaction mixture was stirred at room temperature overnight. For workup dichloromethane (100 ml) and 1 M sodium bicarbonate solution (40 ml) were added... Reactants: O=C1O[C@@H]([C@H]2[C@H]3C=C[C@@H]([C@@H]12)C3)N[C@H](C(=O)OCC3=CC=CC=C3)CC(C)C (Benzyl (αS,3S,3aS,4R,7S,7aR)α-[(1-oxo-3a,4,7,7a-tetrahydro-1H,3H-4,7-methano-isobenzofuran-3-yl)-amino]-isohexanoate), Cl (hydrochloric acid). The solvent is O (water), O (water). Reaction conditions: temperature 60 celsius, time 1 hour. Yields the product Cl.C(C1=CC=CC=C1)N[C@@H](CC(C)C)C(=O)O (benzyl L-leucine hydrochloride). RXN SMILES: O=C1[C@H:10]2[C@H:5]([C@@H:6]3C[C@H:9]2[CH:8]=[CH:7]3)[C@@H:4]([NH:12][C@@H:13]([CH2:24][CH:25]([CH3:27])[CH3:26])[C:14]([O:16]CC2C=CC=CC=2)=[O:15])O1.[ClH:28]>O>[ClH:28].[CH2:4]([NH:12][C@H:13]([C:14]([OH:16])=[O:15])[CH2:24][CH:25]([CH3:27])[CH3:26])[C:5]1[CH:10]=[CH:9][CH:8]=[CH:7][CH:6]=1 |f:3.4|. Procedure: A mixture of 1 g of the product of Example 2, 8 ml of demineralized water and 0.8 ml of hydrochloric acid was sitrred at 20° C. for one hour and was then heated at 60° C. for one hour and was cooled at 20° C. The mixture was diluted with 15 ml of water and was then extracted with methylene chloride. The organic phase was washed with aqueous N sodium hydroxide solution and with water until the wash water was neutral, dried and evaporated to dryness under reduced pressure. The residue was taken up... The reactants are CC(C)(C)N, CO, ClCCl, O=S(=O)(Cl)CCCCl. The product is CC(C)(C)NS(=O)(=O)CCCCl. RXN SMILES: [C:9]([CH3:10])([CH3:11])([CH3:12])[NH2:13].[CH3:14][OH:15].[Cl:16][CH2:17][Cl:18].[Cl:1][CH2:2][CH2:3][CH2:4][S:5](=[O:6])(=[O:7])[Cl:8]>>[Cl:1][CH2:2][CH2:3][CH2:4][S:5](=[O:6])(=[O:7])[NH:13][C:9]([CH3:10])([CH3:11])[CH3:12]. The reactants are C1COCCO1, CN(C)Cc1cccc(N)c1, CC(C)O, COc1ccc(-c2nn3ccccc3c2-c2ccnc(Cl)n2)cc1NC(=O)c1c(F)cccc1F, Cl. The product is COc1ccc(-c2nn3ccccc3c2-c2ccnc(Nc3cccc(CN(C)C)c3)n2)cc1NC(=O)c1c(F)cccc1F. Reaction SMILES: [CH2:48]1[O:49][CH2:50][CH2:51][O:52][CH2:53]1.[CH3:36][N:37]([CH3:38])[CH2:39][c:40]1[cH:41][c:42]([NH2:43])[cH:44][cH:45][cH:46]1.[CH3:54][CH:55]([OH:56])[CH3:57].[Cl:1][c:2]1[n:3][cH:4][cH:5][c:6](-[c:8]2[c:9](-[c:17]3[cH:18][cH:19][c:20]([O:34][CH3:35])[c:21]([NH:23][C:24]([c:25]4[c:26]([F:32])[cH:27][cH:28][cH:29][c:30]4[F:31])=[O:33])[cH:22]3)[n:10][n:11]3[c:12]2[cH:13][cH:14][cH:15][cH:16]3)[n:7]1.[ClH:47]>>[c:2]1([NH:43][c:42]2[cH:41][c:40]([CH2:39][N:37]([CH3:36])[CH3:38])[cH:46][cH:45][cH:44]2)[n:3][cH:4][cH:5][c:6](-[c:8]2[c:9](-[c:17]3[cH:18][cH:19][c:20]([O:34][CH3:35])[c:21]([NH:23][C:24]([c:25]4[c:26]([F:32])[cH:27][cH:28][cH:29][c:30]4[F:31])=[O:33])[cH:22]3)[n:10][n:11]3[c:12]2[cH:13][cH:14][cH:15][cH:16]3)[n:7]1.